This data is from the Open Reaction Database (ORD), a public repository of structured organic reaction records. The task is: describe an organic reaction: reactants, conditions, products, and yield Starting materials: BrCc1ccccc1, O=C1CCCc2[nH]c3ccc(F)cc3c21, CN(C)C=O. Product: O=C1CCCc2c1c1cc(F)ccc1n2Cc1ccccc1. Reaction SMILES: [Br:16][CH2:17][c:18]1[cH:19][cH:20][cH:21][cH:22][cH:23]1.[F:1][c:2]1[cH:3][c:4]2[c:5]3[c:10]([nH:11][c:12]2[cH:13][cH:14]1)[CH2:9][CH2:8][CH2:7][C:6]3=[O:15].[O:24]=[CH:25][N:26]([CH3:27])[CH3:28]>>[F:1][c:2]1[cH:3][c:4]2[c:5]3[c:10]([n:11]([CH2:17][c:18]4[cH:19][cH:20][cH:21][cH:22][cH:23]4)[c:12]2[cH:13][cH:14]1)[CH2:9][CH2:8][CH2:7][C:6]3=[O:15]. Starting materials: FC(F)(F)c1cc2c(NCc3ccccc3)nc(Cl)nc2s1, c1cn[nH]c1. Yields the product FC(F)(F)c1cc2c(NCc3ccccc3)nc(-n3cccn3)nc2s1. Reaction SMILES: [Cl:6][c:7]1[n:8][c:9]([NH:20][CH2:21][c:22]2[cH:23][cH:24][cH:25][cH:26][cH:27]2)[c:10]2[c:11]([n:12]1)[s:13][c:14]([C:16]([F:17])([F:18])[F:19])[cH:15]2.[nH:1]1[n:2][cH:3][cH:4][cH:5]1>>[n:1]1(-[c:7]2[n:8][c:9]([NH:20][CH2:21][c:22]3[cH:23][cH:24][cH:25][cH:26][cH:27]3)[c:10]3[c:11]([n:12]2)[s:13][c:14]([C:16]([F:17])([F:18])[F:19])[cH:15]3)[n:2][cH:3][cH:4][cH:5]1. Starting materials: CC(=O)[O-], CC(=O)[O-], OB(O)c1ccc(OCc2ccccc2)c(F)c1, Cc1n[nH]c2cccc(OCc3ccccc3)c12, ClCCl, [Cu+2], c1ccncc1. Yields the product Cc1nn(-c2ccc(OCc3ccccc3)c(F)c2)c2cccc(OCc3ccccc3)c12. RXN SMILES: [C:46]([O-:47])(=[O:48])[CH3:49].[C:51]([O-:52])(=[O:53])[CH3:54].[CH2:19]([c:20]1[cH:21][cH:22][cH:23][cH:24][cH:25]1)[O:26][c:27]1[c:28]([F:36])[cH:29][c:30]([B:33]([OH:34])[OH:35])[cH:31][cH:32]1.[CH3:1][c:2]1[n:3][nH:4][c:5]2[cH:6][cH:7][cH:8][c:9]([O:11][CH2:12][c:13]3[cH:14][cH:15][cH:16][cH:17][cH:18]3)[c:10]12.[Cl:43][CH2:44][Cl:45].[Cu+2:50].[cH:37]1[cH:38][cH:39][n:40][cH:41][cH:42]1>>[CH3:1][c:2]1[n:3][n:4](-[c:30]2[cH:29][c:28]([F:36])[c:27]([O:26][CH2:19][c:20]3[cH:21][cH:22][cH:23][cH:24][cH:25]3)[cH:32][cH:31]2)[c:5]2[cH:6][cH:7][cH:8][c:9]([O:11][CH2:12][c:13]3[cH:14][cH:15][cH:16][cH:17][cH:18]3)[c:10]12. Starting materials: ClS(=O)(=O)C=1C=C(C(=O)OCC)C=CC1 (ethyl 3-(chlorosulfonyl)benzoate), FC1=C(N)C(=CC=C1)F (2,6-difluoroaniline). Solvent: C(C)(=O)OCC (ethyl acetate), CN(C(C)=O)C (N,N-dimethylacetamide). Run at time 5 hour. Yields the product FC1=C(C(=CC=C1)F)NS(=O)(=O)C=1C=C(C(=O)OCC)C=CC1 (ethyl 3-{[(2,6-difluorophenyl)amino]sulfonyl}benzoate). As a reaction SMILES: Cl[S:2]([C:5]1[CH:6]=[C:7]([CH:13]=[CH:14][CH:15]=1)[C:8]([O:10][CH2:11][CH3:12])=[O:9])(=[O:4])=[O:3].[F:16][C:17]1[CH:23]=[CH:22][CH:21]=[C:20]([F:24])[C:18]=1[NH2:19]>CN(C)C(=O)C.C(OCC)(=O)C>[F:16][C:17]1[CH:23]=[CH:22][CH:21]=[C:20]([F:24])[C:18]=1[NH:19][S:2]([C:5]1[CH:6]=[C:7]([CH:13]=[CH:14][CH:15]=1)[C:8]([O:10][CH2:11][CH3:12])=[O:9])(=[O:4])=[O:3]. Procedure: To ethyl 3-(chlorosulfonyl)benzoate (1.0 g, 4.02 mmol) in N,N-dimethylacetamide (6 mL) was added 2,6-difluoroaniline (2.03 g, 15.8 mmol) dropwise at room temperature. The mixture was stirred at room temperature for 5 hours and then diluted with ethyl acetate (40 mL). The organic solution was washed with 1 N HCl (2×15 mL and 3×30 mL) and saturated NaCl (30 mL). The organics were concentrated, ethanol (10 mL) was added, and the mixture was concentrated to give ethyl 3-{[(2,6-difluorophenyl)amino]s... Starting materials: ClC1=CC=C(C=C1)C1=NC=2N(C(=C1)C(F)(F)F)N=CC2C(=O)O (5-(4-chloro-phenyl)-7-trifluoromethyl-pyrazolo[1,5-a]pyrimidine-3-carboxylic acid), NC1=NC=CC(=C1)C(=N)NO (2-amino-N-hydroxy-pyridine-4-carboxamidine). The product is ClC1=CC=C(C=C1)C1=NC=2N(C(=C1)C(F)(F)F)N=CC2C2=NC(=NO2)C2=CC(=NC=C2)N (4-{5-[5-(4-Chloro-phenyl)-7-trifluoromethyl-pyrazolo[1,5-a]pyrimidin-3-yl]-[1,2,4]oxadiazol-3-yl}-pyridin-2-ylamine). RXN SMILES: [Cl:1][C:2]1[CH:7]=[CH:6][C:5]([C:8]2[CH:13]=[C:12]([C:14]([F:17])([F:16])[F:15])[N:11]3[N:18]=[CH:19][C:20]([C:21](O)=[O:22])=[C:10]3[N:9]=2)=[CH:4][CH:3]=1.[NH2:24][C:25]1[CH:30]=[C:29]([C:31]([NH:33]O)=[NH:32])[CH:28]=[CH:27][N:26]=1>>[Cl:1][C:2]1[CH:7]=[CH:6][C:5]([C:8]2[CH:13]=[C:12]([C:14]([F:17])([F:16])[F:15])[N:11]3[N:18]=[CH:19][C:20]([C:21]4[O:22][N:33]=[C:31]([C:29]5[CH:28]=[CH:27][N:26]=[C:25]([NH2:24])[CH:30]=5)[N:32]=4)=[C:10]3[N:9]=2)=[CH:4][CH:3]=1. Procedure details: The title compound was prepared from 5-(4-chloro-phenyl)-7-trifluoromethyl-pyrazolo[1,5-a]pyrimidine-3-carboxylic acid (example C.4) (171 mg, 0.5 mmol) and 2-amino-N-hydroxy-pyridine-4-carboxamidine (example B.6) (114 mg, 0.75 mmol) according to general procedure II. Obtained after trituration with water and further purification by crystallization (dichloromethane/hexane) as a yellow solid (112 mg, 49%). MS (EI) 457.1 [(M)+]; mp 252° C. The reactants are FC1(CCN(CC1)C(=O)C=1NC2=CC=C(C=C2C1)OC1CCN(CC1)C(C)C)F ((4,4-Difluoro-piperidin-1-yl)-[5-(1-isopropyl-piperidin-4-yloxy)-1H-indol-2-yl]-methanone), FC1(CCN(CC1)C(=O)C=1NC2=CC=C(C=C2C1)OC1CCN(CC1)C(C)C)F ((4,4-Difluoro-piperidin-1-yl)-[5-(1-isopropyl-piperidin-4-yloxy)-1H-indol-2-yl]-methanone), COC1=CC=C(C=C1)B(O)O (4-methoxyphenylboronic acid). Yields the product FC1(CCN(CC1)C(=O)C=1N(C2=CC=C(C=C2C1)OC1CCN(CC1)C(C)C)C1=CC=C(C=C1)OC)F ((4,4-Difluoro-piperidin-1-yl)-[5-(1-isopropyl-piperidin-4-yloxy)-1-(4-methoxy-phenyl)-1H-indol-2-yl]-methanone). Reported procedure: In analogy to the procedure described for the synthesis of example 6, the title compound was synthesized from (4,4-difluoro-piperidin-1-yl)-[5-(1-isopropyl-piperidin-4-yloxy)-1H-indol-2-yl]-methanone (intermediate 1) and 4-methoxyphenylboronic acid. The title compound was obtained in 38% yield as yellow foam. MS (m/e): 512.2 (MH+, 100%). As a reaction SMILES: [F:1][C:2]1([F:29])[CH2:7][CH2:6][N:5]([C:8]([C:10]2[NH:11][C:12]3[C:17]([CH:18]=2)=[CH:16][C:15]([O:19][CH:20]2[CH2:25][CH2:24][N:23]([CH:26]([CH3:28])[CH3:27])[CH2:22][CH2:21]2)=[CH:14][CH:13]=3)=[O:9])[CH2:4][CH2:3]1.[CH3:30][O:31][C:32]1[CH:37]=[CH:36][C:35](B(O)O)=[CH:34][CH:33]=1>>[F:29][C:2]1([F:1])[CH2:7][CH2:6][N:5]([C:8]([C:10]2[N:11]([C:35]3[CH:36]=[CH:37][C:32]([O:31][CH3:30])=[CH:33][CH:34]=3)[C:12]3[C:17]([CH:18]=2)=[CH:16][C:15]([O:19][CH:20]2[CH2:25][CH2:24][N:23]([CH:26]([CH3:27])[CH3:28])[CH2:22][CH2:21]2)=[CH:14][CH:13]=3)=[O:9])[CH2:4][CH2:3]1. The reactants are ClC1=CC=C(C=C1)C1=NC=2C(=NC=CC2)N1CC(=O)NCCN(C)C (2-(4-Chlorophenyl)-N-[2-(dimethylamino)ethyl]-3H-imidazo[4,5-b]pyridine-3-acetamide), Cl (hydrogen chloride). The solvent is CC(=O)C (acetone). The product is Cl.ClC1=CC=C(C=C1)C1=NC=2C(=NC=CC2)N1CC(=O)NCCN(C)C (2-(4-Chlorophenyl)-N-[2-(dimethylamino)ethyl]-3H-imidazo[4,5-b]pyridine-3-acetamide hydrochloride). RXN SMILES: [Cl:1][C:2]1[CH:7]=[CH:6][C:5]([C:8]2[N:16]([CH2:17][C:18]([NH:20][CH2:21][CH2:22][N:23]([CH3:25])[CH3:24])=[O:19])[C:11]3=[N:12][CH:13]=[CH:14][CH:15]=[C:10]3[N:9]=2)=[CH:4][CH:3]=1.Cl>CC(C)=O>[ClH:1].[Cl:1][C:2]1[CH:7]=[CH:6][C:5]([C:8]2[N:16]([CH2:17][C:18]([NH:20][CH2:21][CH2:22][N:23]([CH3:25])[CH3:24])=[O:19])[C:11]3=[N:12][CH:13]=[CH:14][CH:15]=[C:10]3[N:9]=2)=[CH:4][CH:3]=1 |f:3.4|. Reported procedure: 2-(4-Chlorophenyl)-N-[2-(dimethylamino)ethyl]-3H-imidazo[4,5-b]pyridine-3-acetamide (0.5 g, 0.0014 mole) was dissolved in acetone, acidified with ethanolic hydrogen chloride, and seeded to initiate crystallization. The solid was collected by filtration, washed with diethyl ether, and dried under high vacuum at room temperature overnight to give 0.60 g (quantitative yield), m.p. 222°-25° C. Starting materials: C(C)OC(C(F)(F)F)=O (ethyltrifluoroacetate), C(CCC)[Li] (n-butyllithium), CCCCCC (hexane), C[Si](C=1C=C(C=CC1)Br)(C)C (3-trimethylsilyl-bromobenzene). Run in C(C)OCC (diethyl ether), C1CCCCC1.C(C)OCC (cyclohexane diethyl ether). Run at temperature -78 celsius. Product: FC(C(=O)C1=CC(=CC=C1)[Si](C)(C)C)(F)F (2,2,2-Trifluoro-1-(3-trimethylsilylphenyl) ethanone). Yield: 52.7%. RXN SMILES: [CH3:1][Si:2]([CH3:11])([CH3:10])[C:3]1[CH:4]=[C:5](Br)[CH:6]=[CH:7][CH:8]=1.C([Li])CCC.CCCCCC.C([O:25][C:26](=O)[C:27]([F:30])([F:29])[F:28])C>C(OCC)C.C1CCCCC1.C(OCC)C>[F:28][C:27]([F:30])([F:29])[C:26]([C:5]1[CH:6]=[CH:7][CH:8]=[C:3]([Si:2]([CH3:11])([CH3:10])[CH3:1])[CH:4]=1)=[O:25] |f:5.6|. Reported procedure: To a solution of 3-trimethylsilyl-bromobenzene (7.62 g, 33.3 mmol) in diethyl ether (35 ml) was added at 0° C. 1.5M n-butyllithium in hexane (22.2 ml, 33.3 mmol) over 10 min. Then the mixture was allowed to react 15 min at room temperature, cooled to -78° C. and ethyltrifluoroacetate (14.2 g, 100 mmol) was added over 5 min. Then the mixture was allowed to react 15 min at -78° C., the cooling bath was removed and when the temperature rose to 0° C. 3N HCl (35 ml) was added dropwise. The organic la...